From a dataset of the Open Reaction Database (ORD), a public repository of structured organic reaction records. describe an organic reaction: reactants, conditions, products, and yield Reactants: C(C1=CC=CC=C1)(=O)NC(CC(=O)OCC)C(=O)C1=COC=C1 (ethyl 3-benzoylamino-3-(3-furylcarbonyl)propionate), P(=O)(Cl)(Cl)Cl (phosphorus oxychloride). The solvent is C(Cl)(Cl)Cl (chloroform). Product: C1(=CC=CC=C1)C=1OC(=C(N1)CC(=O)OCC)C1=COC=C1 (ethyl 2-[2-phenyl-5-(3-furyl)-4-oxazolyl]acetate). Isolated yield 79.5%. As a reaction SMILES: [C:1]([NH:9][CH:10]([C:17]([C:19]1[CH:23]=[CH:22][O:21][CH:20]=1)=[O:18])[CH2:11][C:12]([O:14][CH2:15][CH3:16])=[O:13])(=O)[C:2]1[CH:7]=[CH:6][CH:5]=[CH:4][CH:3]=1.P(Cl)(Cl)(Cl)=O>C(Cl)(Cl)Cl>[C:2]1([C:1]2[O:18][C:17]([C:19]3[CH:23]=[CH:22][O:21][CH:20]=3)=[C:10]([CH2:11][C:12]([O:14][CH2:15][CH3:16])=[O:13])[N:9]=2)[CH:7]=[CH:6][CH:5]=[CH:4][CH:3]=1. Procedure details: 2.0 g of ethyl 3-benzoylamino-3-(3-furylcarbonyl)propionate, 15 ml of chloroform and 4.9 g of phosphorus oxychloride are treated in the same manner as described in Example 1. 1.5 g of ethyl 2-[2-phenyl-5-(3-furyl)-4-oxazolyl]acetate are thereby obtained. Yield: 79.0%